Dataset: the Open Reaction Database (ORD), a public repository of structured organic reaction records. Task: describe an organic reaction: reactants, conditions, products, and yield Starting materials: OCCCBr, C=C(C)OC, Cc1ccc(S(=O)(=O)O)cc1, c1cc[nH+]cc1. Product: COC(C)(C)OCCCBr. As a reaction SMILES: [Br:1][CH2:2][CH2:3][CH2:4][OH:5].[CH3:6][O:7][C:8](=[CH2:9])[CH3:10].[c:17]1([CH3:18])[cH:19][cH:20][c:21]([S:22]([OH:23])(=[O:24])=[O:25])[cH:26][cH:27]1.[nH+:11]1[cH:12][cH:13][cH:14][cH:15][cH:16]1>>[Br:1][CH2:2][CH2:3][CH2:4][O:5][C:8]([O:7][CH3:6])([CH3:9])[CH3:10]. Starting materials: NC1=C2N=C(N(C2=NC(=N1)OCCCC)CCC1N(CCCC1)C(=O)OCC1=CC=CC=C1)OC (Phenylmethyl 2-{2-[6-amino-2-(butyloxy)-8-(methyloxy)-9H-purin-9-yl]ethyl}-1-piperidinecarboxylate), BrCCC1CN(CCC1)C(=O)OCC1=CC=CC=C1 (phenylmethyl 3-(2-bromoethyl)-1-piperidinecarboxylate), FC(C(=O)O)(F)F.C(CCC)OC1=NC(=C2N=C(NC2=N1)OC)N (2-(butyloxy)-8-(methyloxy)-9H-purin-6-amine trifluoroacetate). Product: NC1=C2N=C(N(C2=NC(=N1)OCCCC)CCC1CN(CCC1)C(=O)OCC1=CC=CC=C1)OC (Phenylmethyl 3-{2-[6-amino-2-(butyloxy)-8-(methyloxy)-9H-purin-9-yl]ethyl}-1-piperidinecarboxylate). Reaction SMILES: [NH2:1][C:2]1[N:10]=[C:9]([O:11][CH2:12][CH2:13][CH2:14][CH3:15])[N:8]=[C:7]2[C:3]=1[N:4]=[C:5]([O:34][CH3:35])[N:6]2[CH2:16][CH2:17][CH:18]1[CH2:23][CH2:22][CH2:21]CN1C(OCC1C=CC=CC=1)=O.BrCCC1CCC[N:41]([C:45]([O:47][CH2:48][C:49]2[CH:54]=[CH:53][CH:52]=[CH:51][CH:50]=2)=[O:46])[CH2:40]1.FC(F)(F)C(O)=O.C(OC1N=C2C(N=C(OC)N2)=C(N)N=1)CCC>>[NH2:1][C:2]1[N:10]=[C:9]([O:11][CH2:12][CH2:13][CH2:14][CH3:15])[N:8]=[C:7]2[C:3]=1[N:4]=[C:5]([O:34][CH3:35])[N:6]2[CH2:16][CH2:17][CH:18]1[CH2:23][CH2:22][CH2:21][N:41]([C:45]([O:47][CH2:48][C:49]2[CH:54]=[CH:53][CH:52]=[CH:51][CH:50]=2)=[O:46])[CH2:40]1 |f:2.3|. Reported procedure: Prepared similarly to Intermediate 27 from phenylmethyl 3-(2-bromoethyl)-1-piperidinecarboxylate and 2-(butyloxy)-8-(methyloxy)-9H-purin-6-amine trifluoroacetate. Reported procedure: In a stream of argon, 1.20 g of 2-(3-bromophenyl)-4,6-diphenyl-1,3,5-triazine, 1.30 g of 2-[4-(4,4,5,5-tetramethyl-1,3,2-dioxaborolan-2-yl)phenyl]-1,10-phenanthroline, 1.11 g of cesium carbonate, 14 mg of palladium acetate and 32 mg of triphenylphosphine were suspended in 140 mL of tetrahydrofuran. The suspension was heated under reflux for 19 hours. Then the reaction mixture was left to be cooled to room temperature, and distilled under a reduced pressure to remove low-boiling point ingredients... Reactants: BrC=1C=C(C=CC1)C1=NC(=NC(=N1)C1=CC=CC=C1)C1=CC=CC=C1 (2-(3-bromophenyl)-4,6-diphenyl-1,3,5-triazine), C1(=CC=CC=C1)P(C1=CC=CC=C1)C1=CC=CC=C1 (triphenylphosphine), CC1(OB(OC1(C)C)C1=CC=C(C=C1)C1=NC2=C3N=CC=CC3=CC=C2C=C1)C (2-[4-(4,4,5,5-tetramethyl-1,3,2-dioxaborolan-2-yl)phenyl]-1,10-phenanthroline), C([O-])([O-])=O.[Cs+].[Cs+] (cesium carbonate). Run in O1CCCC1 (tetrahydrofuran). Reagents/catalysts: C(C)(=O)[O-].[Pd+2].C(C)(=O)[O-] (palladium acetate). Product: N1=C(C=CC2=CC=C3C=CC=NC3=C12)C1=CC=C(C=C1)C1=CC(=CC=C1)C1=NC(=NC(=N1)C1=CC=CC=C1)C1=CC=CC=C1 (2-[4′-(1,10-phenanthrolin-2-yl) biphenyl-3-yl]-4,6-diphenyl-1,3,5-triazine). As a reaction SMILES: Br[C:2]1[CH:3]=[C:4]([C:8]2[N:13]=[C:12]([C:14]3[CH:19]=[CH:18][CH:17]=[CH:16][CH:15]=3)[N:11]=[C:10]([C:20]3[CH:25]=[CH:24][CH:23]=[CH:22][CH:21]=3)[N:9]=2)[CH:5]=[CH:6][CH:7]=1.CC1(C)C(C)(C)OB([C:34]2[CH:39]=[CH:38][C:37]([C:40]3[CH:53]=[CH:52][C:51]4[C:42](=[C:43]5[C:48](=[CH:49][CH:50]=4)[CH:47]=[CH:46][CH:45]=[N:44]5)[N:41]=3)=[CH:36][CH:35]=2)O1.C(=O)([O-])[O-].[Cs+].[Cs+].C1(P(C2C=CC=CC=2)C2C=CC=CC=2)C=CC=CC=1>O1CCCC1.C([O-])(=O)C.[Pd+2].C([O-])(=O)C>[N:41]1[C:42]2[C:51](=[CH:50][CH:49]=[C:48]3[C:43]=2[N:44]=[CH:45][CH:46]=[CH:47]3)[CH:52]=[CH:53][C:40]=1[C:37]1[CH:38]=[CH:39][C:34]([C:18]2[CH:17]=[CH:16][CH:15]=[C:14]([C:12]3[N:13]=[C:8]([C:4]4[CH:5]=[CH:6][CH:7]=[CH:2][CH:3]=4)[N:9]=[C:10]([C:20]4[CH:25]=[CH:24][CH:23]=[CH:22][CH:21]=4)[N:11]=3)[CH:19]=2)=[CH:35][CH:36]=1 |f:2.3.4,7.8.9|.